From a dataset of the Open Reaction Database (ORD), a public repository of structured organic reaction records. describe an organic reaction: reactants, conditions, products, and yield Reactants: C(C1=CC=CC=C1)OC(=O)N1[C@@H](C[C@H](C1)O[Si](C)(C)C(C)(C)C)CO ((2S,4R)-1-benzyloxycarbonyl-2-hydroxymethyl-4-t-butyldimethylsilyloxypyrrolidine), C(C)(=O)OC(C)=O (acetic anhydride), resultant mixture. The solvent is C(C)(=O)OCC (ethyl acetate), N1=CC=CC=C1 (pyridine). Reaction conditions: time 8 hour. The product is C(C1=CC=CC=C1)OC(=O)N1[C@@H](C[C@H](C1)O[Si](C)(C)C(C)(C)C)COC(C)=O ((2S,4R)-1-benzyloxycarbonyl-2-acetoxymethyl-4-t-butyldimethylsilyloxypyrrolidine). RXN SMILES: [CH2:1]([O:8][C:9]([N:11]1[CH2:15][C@H:14]([O:16][Si:17]([C:20]([CH3:23])([CH3:22])[CH3:21])([CH3:19])[CH3:18])[CH2:13][C@H:12]1[CH2:24][OH:25])=[O:10])[C:2]1[CH:7]=[CH:6][CH:5]=[CH:4][CH:3]=1.[C:26](OC(=O)C)(=[O:28])[CH3:27]>N1C=CC=CC=1.C(OCC)(=O)C>[CH2:1]([O:8][C:9]([N:11]1[CH2:15][C@H:14]([O:16][Si:17]([C:20]([CH3:21])([CH3:22])[CH3:23])([CH3:19])[CH3:18])[CH2:13][C@H:12]1[CH2:24][O:25][C:26](=[O:28])[CH3:27])=[O:10])[C:2]1[CH:7]=[CH:6][CH:5]=[CH:4][CH:3]=1. Reported procedure: To a solution of (2S,4R)-1-benzyloxycarbonyl-2-hydroxymethyl-4-t-butyldimethylsilyloxypyrrolidine (39.96 in dry pyridine (40 ml), acetic anhydride (40 ml) was added, and the resultant mixture was allowed to stand overnight. The reaction mixture was diluted with ethyl acetate, washed with aqueous sodium chloride solution, dilute hydrochloric acid, aqueous sodium chloride solution, aqueous sodium bicarbonate solution and aqueous sodium chloride solution in order and dried over magnesium sulfate. R... The reactants are ClC=1C(=CC2=C(C(CO2)(C)O)C1)N1CCCCC1 (5-chloro-3-hydroxy-3-methyl-6-(piperidin-1-yl)-2,3-dihydrobenzofuran). Run in C(C)(=O)O (acetic acid). Yields the product ClC=1C(=CC2=C(C(=CO2)C)C1)N1CCCCC1 (5-chloro-3-methyl-6-(piperidin-1-yl)-benzofuran). As a reaction SMILES: [Cl:1][C:2]1[C:3]([N:13]2[CH2:18][CH2:17][CH2:16][CH2:15][CH2:14]2)=[CH:4][C:5]2[O:9][CH2:8][C:7](O)([CH3:10])[C:6]=2[CH:12]=1>C(O)(=O)C>[Cl:1][C:2]1[C:3]([N:13]2[CH2:14][CH2:15][CH2:16][CH2:17][CH2:18]2)=[CH:4][C:5]2[O:9][CH:8]=[C:7]([CH3:10])[C:6]=2[CH:12]=1. Reported procedure: A solution of 1.4 g (5.2 mmole) of 5-chloro-3-hydroxy-3-methyl-6-(piperidin-1-yl)-2,3-dihydrobenzofuran in 20 ml of acetic acid/5N hydrochloric acid 1:1 is maintained at 85° for one hour. The reaction mixture is concentrated in a vacuum rotary evaporator, water is added to the residue and the whole is adjusted to pH 7 with saturated sodium carbonate solution and extracted with methylene chloride. The organic phases are washed with water, combined, dried over sodium sulphate and concentrated in a...